describe an organic reaction: reactants, conditions, products, and yield From a dataset of the Open Reaction Database (ORD), a public repository of structured organic reaction records. Starting materials: FC1=CC=C(C=C1)C1=NOC(=C1COC=1C=C(N(N1)C)C(=O)O)C (5-[3-(4-fluoro-phenyl)-5-methyl-isoxazol-4-ylmethoxy]-2-methyl-2H-pyrazole-3-carboxylic acid), NC1COCC1 (rac-3-aminotetrahydrofuran). Product: O1CC(CC1)NC(=O)C=1N(N=C(C1)OCC=1C(=NOC1C)C1=CC=C(C=C1)F)C (Rac-5-[3-(4-Fluoro-phenyl)-5-methyl-isoxazol-4-ylmethoxy]-2-methyl-2H-pyrazole-3-carboxylic acid (tetrahydro-furan-3-yl)-amide). Isolated yield 69.0%. Reaction SMILES: [F:1][C:2]1[CH:7]=[CH:6][C:5]([C:8]2[C:12]([CH2:13][O:14][C:15]3[CH:16]=[C:17]([C:21]([OH:23])=O)[N:18]([CH3:20])[N:19]=3)=[C:11]([CH3:24])[O:10][N:9]=2)=[CH:4][CH:3]=1.[NH2:25][CH:26]1[CH2:30][CH2:29][O:28][CH2:27]1>>[O:28]1[CH2:29][CH2:30][CH:26]([NH:25][C:21]([C:17]2[N:18]([CH3:20])[N:19]=[C:15]([O:14][CH2:13][C:12]3[C:8]([C:5]4[CH:4]=[CH:3][C:2]([F:1])=[CH:7][CH:6]=4)=[N:9][O:10][C:11]=3[CH3:24])[CH:16]=2)=[O:23])[CH2:27]1. Procedure details: As described for example 55, 5-[3-(4-fluoro-phenyl)-5-methyl-isoxazol-4-ylmethoxy]-2-methyl-2H-pyrazole-3-carboxylic acid (100 mg, 0.3 mmol) was converted, using rac-3-aminotetrahydrofuran instead of 2-amino-2-methyl-1-propanol, to the title compound (84 mg, 69%) which was obtained as a light brown solid. MS: m/e=401.2 [M+H]+. Starting materials: ClC=1N=C(N(C1C(=O)N([C@@H]1CN(C[C@@H](C1)C(=O)N1CCOCC1)C(=O)OC(C)(C)C)CC(C)C)CCCCOC)C1=CC=CC=C1 (tert-Butyl(3S,5R)-3-[{[4-chloro-1-(4-methoxybutyl)-2-phenyl-1H-imidazol-5-yl]carbonyl}(2-methylpropyl)amino]-5-(morpholin-4-ylcarbonyl)piperidine-1-carboxylate), C(C)(=O)[O-].[K+] (potassium acetate). Reagents/catalysts: [OH-].[Pd+2].[OH-].[C] (palladium(II) hydroxide carbon). Run in CO (methanol). Run at time 1 day. Product: COCCCCN1C(=NC=C1C(=O)N([C@@H]1CN(C[C@@H](C1)C(=O)N1CCOCC1)C(=O)OC(C)(C)C)CC(C)C)C1=CC=CC=C1 (tert-butyl(3S,5R)-3-[{[1-(4-methoxybutyl)-2-phenyl-1H-imidazol-5-yl]carbonyl}(2-methylpropyl)amino]-5-(morpholin-4-ylcarbonyl)piperidine-1-carboxylate). Yield: 47.5%. RXN SMILES: Cl[C:2]1[N:3]=[C:4]([C:41]2[CH:46]=[CH:45][CH:44]=[CH:43][CH:42]=2)[N:5]([CH2:35][CH2:36][CH2:37][CH2:38][O:39][CH3:40])[C:6]=1[C:7]([N:9]([CH2:31][CH:32]([CH3:34])[CH3:33])[C@H:10]1[CH2:15][C@@H:14]([C:16]([N:18]2[CH2:23][CH2:22][O:21][CH2:20][CH2:19]2)=[O:17])[CH2:13][N:12]([C:24]([O:26][C:27]([CH3:30])([CH3:29])[CH3:28])=[O:25])[CH2:11]1)=[O:8].C([O-])(=O)C.[K+]>CO.[OH-].[Pd+2].[OH-].[C]>[CH3:40][O:39][CH2:38][CH2:37][CH2:36][CH2:35][N:5]1[C:6]([C:7]([N:9]([CH2:31][CH:32]([CH3:33])[CH3:34])[C@H:10]2[CH2:15][C@@H:14]([C:16]([N:18]3[CH2:19][CH2:20][O:21][CH2:22][CH2:23]3)=[O:17])[CH2:13][N:12]([C:24]([O:26][C:27]([CH3:30])([CH3:28])[CH3:29])=[O:25])[CH2:11]2)=[O:8])=[CH:2][N:3]=[C:4]1[C:41]1[CH:42]=[CH:43][CH:44]=[CH:45][CH:46]=1 |f:1.2,4.5.6.7|. Reported procedure: tert-Butyl(3S,5R)-3-[{[4-chloro-1-(4-methoxybutyl)-2-phenyl-1H-imidazol-5-yl]carbonyl}(2-methylpropyl)amino]-5-(morpholin-4-ylcarbonyl)piperidine-1-carboxylate (200 mg), palladium(II) hydroxide-carbon (20 mg) and potassium acetate (30 mg) were suspended in methanol (10 ml), and the mixture was stirred under a hydrogen atmosphere (1 atom) at room temperature for 1 day. The palladium catalyst was filtered off and the filtrate was concentrated under reduced pressure. The residue was suspended in wa... Reactants: CCOCCl, OCc1ccc2c(c1)OCO2, CCOC(C)=O, CN(C)C=O, [H-], [Na+]. Yields the product CCOCOCc1ccc2c(c1)OCO2. RXN SMILES: [CH2:14]([CH3:15])[O:16][CH2:17][Cl:18].[CH2:1]([c:2]1[cH:3][c:4]2[c:8]([cH:9][cH:10]1)[O:7][CH2:6][O:5]2)[OH:11].[CH3:19][CH2:20][O:21][C:22](=[O:23])[CH3:24].[CH3:25][N:26]([CH3:27])[CH:28]=[O:29].[H-:12].[Na+:13]>>[CH2:1]([c:2]1[cH:3][c:4]2[c:8]([cH:9][cH:10]1)[O:7][CH2:6][O:5]2)[O:11][CH2:17][O:16][CH2:14][CH3:15]. Reactants: C1(=CC=CC=C1)C(C#N)C1=CC=CC=C1 (diphenylacetonitrile), Cl.NO (hydroxylamine hydrochloride), C(C)(=O)[O-].[Na+] (sodium acetate). Run in C(C)O.O (ethanol water). Yields the product C1(=CC=CC=C1)C(C(N)=NO)C1=CC=CC=C1 (1.1-Diphenyl-2-amino-hydroxyiminoethane). Yield: 30.5%. As a reaction SMILES: [C:1]1([CH:7]([C:10]2[CH:15]=[CH:14][CH:13]=[CH:12][CH:11]=2)[C:8]#[N:9])[CH:6]=[CH:5][CH:4]=[CH:3][CH:2]=1.Cl.[NH2:17][OH:18].C([O-])(=O)C.[Na+]>C(O)C.O>[C:10]1([CH:7]([C:1]2[CH:2]=[CH:3][CH:4]=[CH:5][CH:6]=2)[C:8](=[N:17][OH:18])[NH2:9])[CH:11]=[CH:12][CH:13]=[CH:14][CH:15]=1 |f:1.2,3.4,5.6|. Procedure: A mixture of diphenylacetonitrile (7.0 g), hydroxylamine hydrochloride (3.03 g), and sodium acetate (6.67 g) in 150 ml of 5:1 ethanol-water was refluxed for 4 h. The mixture was concentrated under reduced pressure. The residue was triturated with water, filtrated, and dried to give the title compound (2.5 g) having the following physical data. The reactants are CCCCCCC(C)(C)c1ccc(C2CC(=O)CC(C)C2)c(OCc2ccccc2)c1, CO, [H][H], O, [Pd]. Product: CCCCCCC(C)(C)c1ccc(C2CC(=O)CC(C)C2)c(O)c1. Reaction SMILES: [CH2:1]([c:2]1[cH:3][cH:4][cH:5][cH:6][cH:7]1)[O:8][c:9]1[c:10]([CH:24]2[CH2:25][C:26](=[O:31])[CH2:27][CH:28]([CH3:30])[CH2:29]2)[cH:11][cH:12][c:13]([C:15]([CH2:16][CH2:17][CH2:18][CH2:19][CH2:20][CH3:21])([CH3:22])[CH3:23])[cH:14]1.[CH3:35][OH:36].[H:33][H:34].[OH2:32].[Pd:37]>>[OH:8][c:9]1[c:10]([CH:24]2[CH2:25][C:26](=[O:31])[CH2:27][CH:28]([CH3:30])[CH2:29]2)[cH:11][cH:12][c:13]([C:15]([CH2:16][CH2:17][CH2:18][CH2:19][CH2:20][CH3:21])([CH3:22])[CH3:23])[cH:14]1. Reactants: BrC1=C(C(=C(C(=O)C(C(=O)OCC)=CNC2CC2)C=C1F)F)C (ethyl 2-(4-bromo-2,5-difluoro-3-methylbenzoyl)-3-cyclopropylaminoacrylate), C([O-])([O-])=O.[K+].[K+] (potassium carbonate), O (water). Solvent: CS(=O)C (dimethyl sulfoxide). Conditions: temperature 100 celsius, time 30 minute. Product: BrC1=C(C=C2C(C(=CN(C2=C1C)C1CC1)C(=O)OCC)=O)F (ethyl 7-bromo-1-cyclopropyl-6-fluoro-8-methyl-1,4-dihydro-4-oxoquinoline-3-carboxylate). RXN SMILES: [Br:1][C:2]1[C:20]([F:21])=[CH:19][C:5]([C:6]([C:8](=[CH:14][NH:15][CH:16]2[CH2:18][CH2:17]2)[C:9]([O:11][CH2:12][CH3:13])=[O:10])=[O:7])=[C:4](F)[C:3]=1[CH3:23].C(=O)([O-])[O-].[K+].[K+].O>CS(C)=O>[Br:1][C:2]1[C:3]([CH3:23])=[C:4]2[C:5]([C:6](=[O:7])[C:8]([C:9]([O:11][CH2:12][CH3:13])=[O:10])=[CH:14][N:15]2[CH:16]2[CH2:18][CH2:17]2)=[CH:19][C:20]=1[F:21] |f:1.2.3|. Procedure details: In 175 ml of dimethyl sulfoxide was dissolved 35.0 g of ethyl 2-(4-bromo-2,5-difluoro-3-methylbenzoyl)-3-cyclopropylaminoacrylate, and 27.4 g of potassium carbonate was added to the solution, after which the resulting mixture was stirred at 100° C. for 30 minutes. The reaction mixture was cooled to room temperature, and 1,000 ml of water was then added thereto, after which the crystals formed were collected by filtration, to obtain 30.0 g of colorless, crystalline ethyl 7-bromo-1-cyclopropyl-6-f... Starting materials: C(C)(C)(C)OC(=O)N1CCNCC1 (N-(tert-butoxycarbonyl)-piperazine), BrCCN1C(C=2C(C1=O)=CC=CC2)=O (N-(2-bromoethyl)-phthalimide), C([O-])([O-])=O.[K+].[K+] (potassium carbonate), [I-].[Na+] (sodium iodide). Solvent: CC(=O)CC (ethyl methyl ketone). Product: C(C)(C)(C)OC(=O)N1CCN(CC1)CCN1C(C2=CC=CC=C2C1=O)=O (2-{2-[4-(tert-butoxycarbonyl)-piperazin-1-yl]-ethyl}-isoindolin-1,3-dione). As a reaction SMILES: [C:1]([O:5][C:6]([N:8]1[CH2:13][CH2:12][NH:11][CH2:10][CH2:9]1)=[O:7])([CH3:4])([CH3:3])[CH3:2].Br[CH2:15][CH2:16][N:17]1[C:21](=[O:22])[C:20]2=[CH:23][CH:24]=[CH:25][CH:26]=[C:19]2[C:18]1=[O:27].C(=O)([O-])[O-].[K+].[K+].[I-].[Na+]>CC(CC)=O>[C:1]([O:5][C:6]([N:8]1[CH2:13][CH2:12][N:11]([CH2:15][CH2:16][N:17]2[C:18](=[O:27])[C:19]3[C:20](=[CH:23][CH:24]=[CH:25][CH:26]=3)[C:21]2=[O:22])[CH2:10][CH2:9]1)=[O:7])([CH3:4])([CH3:2])[CH3:3] |f:2.3.4,5.6|. Procedure: 44.7 g (240 mmol) N-(tert-butoxycarbonyl)-piperazine, 60.9 g (240 mmol) N-(2-bromoethyl)-phthalimide, 49.8 g (360 mmol) potassium carbonate and 49.5 g (330 mmol) sodium iodide are heated in 1000 ml ethyl methyl ketone for five hours under reflux. After cooling the reaction mixture and concentrated under vacuum. The residue is taken up in 700 ml chloroform and extracted twice by shaking each with 50 ml water. The organic phase is dried over sodium sulfate and the solvent is distilled off. The res... The reactants are COC=1C=C(C=CC1)\C(=C/C=C/C(=O)O)\CCCC ((2E,4Z)-5-(3-methoxyphenyl)-2,4-nonadienoic acid), [N+](=O)([O-])C1=CC=C(C=C1)O (4-nitrophenol), C1(CCCCC1)N=C=NC1CCCCC1 (1,3-dicyclohexylcarbodiimide). Solvent: ClCCl (dichloromethane). Run at time 3 day. Product: [N+](=O)([O-])C1=CC=C(C=C1)OC(\C=C\C=C(\CCCC)/C1=CC(=CC=C1)OC)=O ((2E,4Z)-5-(3-methoxyphenyl)-2,4-nonadienoic acid 4-nitrophenyl ester). Isolated yield 89.7%. RXN SMILES: [CH3:1][O:2][C:3]1[CH:4]=[C:5](/[C:9](/[CH2:16][CH2:17][CH2:18][CH3:19])=[CH:10]\[CH:11]=[CH:12]\[C:13]([OH:15])=[O:14])[CH:6]=[CH:7][CH:8]=1.[N+:20]([C:23]1[CH:28]=[CH:27][C:26](O)=[CH:25][CH:24]=1)([O-:22])=[O:21].C1(N=C=NC2CCCCC2)CCCCC1>ClCCl>[N+:20]([C:23]1[CH:28]=[CH:27][C:26]([O:14][C:13](=[O:15])/[CH:12]=[CH:11]/[CH:10]=[C:9](\[C:5]2[CH:6]=[CH:7][CH:8]=[C:3]([O:2][CH3:1])[CH:4]=2)/[CH2:16][CH2:17][CH2:18][CH3:19])=[CH:25][CH:24]=1)([O-:22])=[O:21]. Procedure: As in Example 115, (2E,4Z)-5-(3-methoxyphenyl)-2,4-nonadienoic acid (7.37 g) and 4-nitrophenol (4.89 g) in 30 mL of dichloromethane was reacted with 1,3-dicyclohexylcarbodiimide (5.91 g). The mixture was stirred at room temperature for 3 days and the usual work up furnished 9.69 g of (2E,4Z)-5-(3-methoxyphenyl)-2,4-nonadienoic acid 4-nitrophenyl ester as an oil. Product: C=CCN1c2ccccc2-c2noc3c2C1CCC3. Starting materials: C=CCBr, CC(C)=O, [K+], [K+], O=C([O-])[O-], c1ccc2c(c1)NC1CCCc3onc-2c31. Reaction SMILES: [CH2:17]([CH:18]=[CH2:19])[Br:20].[CH3:27][C:28]([CH3:29])=[O:30].[K+:21].[K+:22].[O-:23][C:24]([O-:25])=[O:26].[n:1]1[o:2][c:3]2[c:16]3[c:15]1-[c:14]1[c:9]([cH:10][cH:11][cH:12][cH:13]1)[NH:8][CH:7]3[CH2:6][CH2:5][CH2:4]2>>[n:1]1[o:2][c:3]2[c:16]3[c:15]1-[c:14]1[c:9]([cH:10][cH:11][cH:12][cH:13]1)[N:8]([CH2:19][CH:18]=[CH2:17])[CH:7]3[CH2:6][CH2:5][CH2:4]2. Reactants: N (ammonia), N#N.C1(CCCCC1)CC1=C(C(=CC=C1CN1C=NC=C1)N)N (N2 (cyclohexylmethyl)-4-(1H-imidazol-1-ylmethyl)-1,2-benzenediamine), FC(C(OC)=N)(F)F (methyl 2,2,2-trifluoroethanimidate), FC(C(=O)O)(F)F (trifluoroacetic acid). Run in CO (methanol), CO (methanol). Reaction conditions: time 7 hour. Product: C1(CCCCC1)CN1C(=NC2=C1C=C(C=C2)CN2C=NC=C2)C(F)(F)F (1-(cyclohexylmethyl)-6-(1H-imidazol-1-ylmethyl)-2-(trifluoromethyl)-1H-benzimidazole). Yield: 52.4%. Reaction SMILES: N#N.C1(C[C:10]2[C:15]([CH2:16][N:17]3[CH:21]=[CH:20][N:19]=[CH:18]3)=[CH:14][CH:13]=[C:12]([NH2:22])[C:11]=2[NH2:23])CCCCC1.[F:24][C:25]([F:31])([F:30])[C:26](=N)OC.F[C:33](F)(F)[C:34](O)=O.N>CO>[CH:34]1([CH2:33][N:23]2[C:11]3[CH:10]=[C:15]([CH2:16][N:17]4[CH:21]=[CH:20][N:19]=[CH:18]4)[CH:14]=[CH:13][C:12]=3[N:22]=[C:26]2[C:25]([F:31])([F:30])[F:24])[CH2:14][CH2:15][CH2:10][CH2:11][CH2:12]1 |f:0.1|. Procedure: A mixture of 2.75 parts of N2 -(cyclohexylmethyl)-4-(1H-imidazol-1-ylmethyl)-1,2-benzenediamine, 1.85 parts of methyl 2,2,2-trifluoroethanimidate, 40 parts of methanol and 2.3 parts of trifluoroacetic acid was stirred for 7 hours at room temperature. The reaction mixture was made alkaline with methanol, saturated with ammonia. The solvent was evaporated in vacuo and the residue was purified by column chromatography over silica gel using a mixture of trichloromethane and methanol (95:5 by volume)...